This data is from the Open Reaction Database (ORD), a public repository of structured organic reaction records. The task is: describe an organic reaction: reactants, conditions, products, and yield Run in ClCCl (dichloromethane). As a reaction SMILES: [C:1]([C:4]1[CH:34]=[CH:33][C:7]([C:8]([N:10]2[CH2:15][CH2:14][CH2:13][CH2:12][CH:11]2[C:16]([N:18]2[CH2:23][CH2:22][CH:21]([O:24][CH2:25][C:26]([O:28]C(C)(C)C)=[O:27])[CH2:20][CH2:19]2)=[O:17])=[O:9])=[CH:6][CH:5]=1)(=[NH:3])[NH2:2]>ClCCl>[C:1]([C:4]1[CH:5]=[CH:6][C:7]([C:8]([N:10]2[CH2:15][CH2:14][CH2:13][CH2:12][CH:11]2[C:16]([N:18]2[CH2:23][CH2:22][CH:21]([O:24][CH2:25][C:26]([OH:28])=[O:27])[CH2:20][CH2:19]2)=[O:17])=[O:9])=[CH:33][CH:34]=1)(=[NH:2])[NH2:3]. The reactants are C(N)(=N)C1=CC=C(C(=O)N2C(CCCC2)C(=O)N2CCC(CC2)OCC(=O)OC(C)(C)C)C=C1 (t-butyl [[1-[[1-(p-amidinobenzoyl)-2-piperidinyl]carbonyl]-4-piperidinyl]oxy]acetate), trfluoroacetic acid. Yields the product C(N)(=N)C1=CC=C(C(=O)N2C(CCCC2)C(=O)N2CCC(CC2)OCC(=O)O)C=C1 ([1 -[[1 -(p-amidino-benzoyl)-2-piperidinyl]carbonyl]-4-piperidinyl]oxyacetic acid). Reported procedure: A solution of 700 mg of t-butyl [[1-[[1-(p-amidinobenzoyl)-2-piperidinyl]carbonyl]-4-piperidinyl]oxy]acetate in 20ml of dichloromethane and 20 ml of trfluoroacetic acid is stirred at room temperature for 3 hours and evaporated. The residue is dissolved in ethanol and treated with ether. Suction filtration and drying of the precipitate and chromatography on silica gel (RP-18, water/THF 9:1) gives 111 mg of [[1 -[[1 -(p-amidino-benzoyl)-2-piperidinyl]carbonyl]-4-piperidinyl]oxyacetic acid. M.p. 23... Reactants: Cc1ccc(Oc2ccc(Nc3ncnc4ccc(C#CCNC(=O)OC(C)(C)C)cc34)cc2Cl)cn1, Cc1ccccc1, COCCO[Al+]OCCOC, [H-], [H-], [Na+], C1CCOC1. Product: Cc1ccc(Oc2ccc(Nc3ncnc4ccc(C=CCNC(=O)OC(C)(C)C)cc34)cc2Cl)cn1. Reaction SMILES: [C:22]([CH3:23])([CH3:24])([CH3:25])[O:26][C:27]([NH:28][CH2:29][C:30]#[C:31][c:32]1[cH:33][c:34]2[c:35]([NH:42][c:43]3[cH:44][c:45]([Cl:57])[c:46]([O:49][c:50]4[cH:51][n:52][c:53]([CH3:56])[cH:54][cH:55]4)[cH:47][cH:48]3)[n:36][cH:37][n:38][c:39]2[cH:40][cH:41]1)=[O:58].[CH3:1][c:2]1[cH:3][cH:4][cH:5][cH:6][cH:7]1.[CH3:9][O:10][CH2:11][CH2:12][O:13][Al+:14][O:15][CH2:16][CH2:17][O:18][CH3:19].[H-:21].[H-:8].[Na+:20].[O:59]1[CH2:60][CH2:61][CH2:62][CH2:63]1>>[C:22]([CH3:23])([CH3:24])([CH3:25])[O:26][C:27]([NH:28][CH2:29][CH:30]=[CH:31][c:32]1[cH:33][c:34]2[c:35]([NH:42][c:43]3[cH:44][c:45]([Cl:57])[c:46]([O:49][c:50]4[cH:51][n:52][c:53]([CH3:56])[cH:54][cH:55]4)[cH:47][cH:48]3)[n:36][cH:37][n:38][c:39]2[cH:40][cH:41]1)=[O:58].